From a dataset of the Open Reaction Database (ORD), a public repository of structured organic reaction records. describe an organic reaction: reactants, conditions, products, and yield Starting materials: N1(C=NC=C1)C1=CC=C(C(=O)N2CCN(CC2)CC2=CC=CC=C2)C=C1 (1-[4-(1H-Imidazol-1-yl)benzoyl]-4-(phenylmethyl)piperazine). The reagents and catalysts are [Pd] (palladium on carbon). The solvent is C(C)O (ethanol), O (water). Conditions: temperature 50 celsius, time 30 hour. Yields the product N1(C=NC=C1)C1=CC=C(C(=O)N2CCNCC2)C=C1 (1-[4-(1H-Imidazol-1-yl)benzoyl]piperazine). RXN SMILES: [N:1]1([C:6]2[CH:26]=[CH:25][C:9]([C:10]([N:12]3[CH2:17][CH2:16][N:15](CC4C=CC=CC=4)[CH2:14][CH2:13]3)=[O:11])=[CH:8][CH:7]=2)[CH:5]=[CH:4][N:3]=[CH:2]1>C(O)C.[Pd].O>[N:1]1([C:6]2[CH:7]=[CH:8][C:9]([C:10]([N:12]3[CH2:17][CH2:16][NH:15][CH2:14][CH2:13]3)=[O:11])=[CH:25][CH:26]=2)[CH:5]=[CH:4][N:3]=[CH:2]1. Procedure details: 1-[4-(1H-Imidazol-1-yl)benzoyl]-4-(phenylmethyl)piperazine (26.65 g, 76.9 mmol) is dissolved in ethanol (500 mL) and 10% palladium on carbon (2.00 g) as a slurry in water (10 mL) is added to the solution. The mixture is shaken under an atmosphere of hydrogen on a Parr apparatus at 50 psi and 50° C. for 30 hr. The mixture is filtered through Celite, the solvent is evaporated, and the residue is triturated with ether and crystallized from ethyl acetate-hexane to afford the title compound. Reactants: C(#N)C=1C(OC2=C(C(=CC=C2C1C)OCC=C)C)=O (3-cyano-4,8-dimethyl-7-allyloxycoumarin), C(C)N(C1=CC=CC=C1)CC (N,N-diethylaniline), CO (methanol). Product: C(#N)C=1C(OC2=C(C(=C(C=C2C1C)CC=C)O)C)=O (3-cyano-4,8-dimethyl-6-allyl-7-hydroxycoumarin). The yield is 76.0%. RXN SMILES: [C:1]([C:3]1[C:4](=[O:19])[O:5][C:6]2[C:11]([C:12]=1[CH3:13])=[CH:10][CH:9]=[C:8]([O:14]CC=C)[C:7]=2[CH3:18])#[N:2].CO.C(N(CC)[C:25]1[CH:30]=CC=C[CH:26]=1)C>>[C:1]([C:3]1[C:4](=[O:19])[O:5][C:6]2[C:11]([C:12]=1[CH3:13])=[CH:10][C:9]([CH2:30][CH:25]=[CH2:26])=[C:8]([OH:14])[C:7]=2[CH3:18])#[N:2]. Reported procedure: A solution of 3-cyano-4,8-dimethyl-7-allyloxycoumarin (1.27 g, 4.97 mmoles) in 14 mL of N,N-diethylaniline was deoxygenated with argon for 30 minutes, and then was heated at reflux for 6 hours, while being purged by bubbling argon through the solution. The reaction mixture was chilled in ice, the resulting precipitate was collected by suction filtration and dried in vacuo. Recrystallisation from a mixture of benzene:methanol gave 0.97 g (76% yield) of 3-cyano-4,8-dimethyl-6-allyl-7-hydroxycoumar... Run in CO (methanol). Starting materials: O.C1(=CC=C(C=C1)S(=O)(=O)O)C (p-toluene sulfonic acid monohydrate), CC1(OC[C@@](N1C(=O)OC(C)(C)C)(C=1SC(=NN1)C1=CC(=C(C=C1)OCCCCCCCC)C(F)(F)F)C)C ((R)-tert-Butyl 2,2,4-trimethyl-4-(5-(4-(octyloxy)-3-(trifluoromethyl)phenyl)-1,3,4-thiadiazol-2-yl)oxazolidine-3-carboxylate). Yields the product N[C@](CO)(C)C=1SC(=NN1)C1=CC(=C(C=C1)OCCCCCCCC)C(F)(F)F ((S)-2-Amino-2-(5-(4-(octyloxy)-3-(trifluoromethyl)phenyl)-1,3,4-thiadiazol-2-yl)propan-1-ol). Reaction conditions: temperature 20.5 celsius, time 1.5 hour. As a reaction SMILES: O.C1(C)C=CC(S(O)(=O)=O)=CC=1.CC1(C)[N:18](C(OC(C)(C)C)=O)[C@@:17]([CH3:50])([C:26]2[S:27][C:28]([C:31]3[CH:36]=[CH:35][C:34]([O:37][CH2:38][CH2:39][CH2:40][CH2:41][CH2:42][CH2:43][CH2:44][CH3:45])=[C:33]([C:46]([F:49])([F:48])[F:47])[CH:32]=3)=[N:29][N:30]=2)[CH2:16][O:15]1>CO>[NH2:18][C@@:17]([C:26]1[S:27][C:28]([C:31]2[CH:36]=[CH:35][C:34]([O:37][CH2:38][CH2:39][CH2:40][CH2:41][CH2:42][CH2:43][CH2:44][CH3:45])=[C:33]([C:46]([F:47])([F:49])[F:48])[CH:32]=2)=[N:29][N:30]=1)([CH3:50])[CH2:16][OH:15] |f:0.1|. Reported procedure: A 5 L round bottom flask was inerted and charged with p-toluene sulfonic acid monohydrate (208 g, 1.09 mol, 5 equiv) and a solution of (R)-tert-Butyl 2,2,4-trimethyl-4-(5-(4-(octyloxy)-3-(trifluoromethyl)phenyl)-1,3,4-thiadiazol-2-yl)oxazolidine-3-carboxylate (125 g, 0.22 mol) in methanol (2.5 L), and heated to reflux. After 1.5 h HPLC indicated reaction complete. The heat was turned off and the mixture was allowed to cool to room temperature (18 to 23° C.) and stirred for 12 hours. The mixture ... The reactants are ClCCl (dichloromethane), BrC=1C=C(C=CC1)C=1N(C=CN1)C1=C(C=CC=C1C(C)C)C(C)C (2-(3-bromophenyl)-1-(2,6-diisopropylphenyl)-1H-imidazole), CC(C)([O-])C.[Na+] (sodium t-butoxide), C1(=CC=CC=C1)NC1=CC(=CC=C1)C1=NC=CC=C1 (N-phenyl-3-(pyridin-2-yl)aniline). Reagents/catalysts: C=1C=CC(=CC1)/C=C/C(=O)/C=C/C2=CC=CC=C2.C=1C=CC(=CC1)/C=C/C(=O)/C=C/C2=CC=CC=C2.C=1C=CC(=CC1)/C=C/C(=O)/C=C/C2=CC=CC=C2.[Pd].[Pd] (Pd2(dba)3), C1(CCCCC1)P(C1=C(C=CC=C1)C1=C(C=CC=C1OC)OC)C1CCCCC1 (dicyclohexyl(2′,6′-dimethoxy-[1,1′-biphenyl]-2-yl)phosphine). Run in C=1(C(=CC=CC1)C)C (xylene). The product is C(C)(C)C1=C(C(=CC=C1)C(C)C)N1C(=NC=C1)C=1C=C(N(C2=CC(=CC=C2)C2=NC=CC=C2)C2=CC=CC=C2)C=CC1 (3-(1-(2,6-diisopropylphenyl)-1H-imidazol-2-yl)-N-phenyl-N-(3-(pyridin-2-yl)phenyl)aniline). Isolated yield 91.4%. As a reaction SMILES: Br[C:2]1[CH:3]=[C:4]([C:8]2[N:9]([C:13]3[C:18]([CH:19]([CH3:21])[CH3:20])=[CH:17][CH:16]=[CH:15][C:14]=3[CH:22]([CH3:24])[CH3:23])[CH:10]=[CH:11][N:12]=2)[CH:5]=[CH:6][CH:7]=1.CC(C)([O-])C.[Na+].[C:31]1([NH:37][C:38]2[CH:43]=[CH:42][CH:41]=[C:40]([C:44]3[CH:49]=[CH:48][CH:47]=[CH:46][N:45]=3)[CH:39]=2)[CH:36]=[CH:35][CH:34]=[CH:33][CH:32]=1.ClCCl>C1(C)C(C)=CC=CC=1.C1C=CC(/C=C/C(/C=C/C2C=CC=CC=2)=O)=CC=1.C1C=CC(/C=C/C(/C=C/C2C=CC=CC=2)=O)=CC=1.C1C=CC(/C=C/C(/C=C/C2C=CC=CC=2)=O)=CC=1.[Pd].[Pd].C1(P(C2CCCCC2)C2C=CC=CC=2C2C(OC)=CC=CC=2OC)CCCCC1>[CH:22]([C:14]1[CH:15]=[CH:16][CH:17]=[C:18]([CH:19]([CH3:21])[CH3:20])[C:13]=1[N:9]1[CH:10]=[CH:11][N:12]=[C:8]1[C:4]1[CH:3]=[C:2]([CH:7]=[CH:6][CH:5]=1)[N:37]([C:31]1[CH:32]=[CH:33][CH:34]=[CH:35][CH:36]=1)[C:38]1[CH:43]=[CH:42][CH:41]=[C:40]([C:44]2[CH:49]=[CH:48][CH:47]=[CH:46][N:45]=2)[CH:39]=1)([CH3:24])[CH3:23] |f:1.2,6.7.8.9.10|. Procedure details: 2-(3-bromophenyl)-1-(2,6-diisopropylphenyl)-1H-imidazole (2.8 g, 7.30 mmol), Pd2(dba)3 (0.067 g, 0.073 mmol), dicyclohexyl(2′,6′-dimethoxy-[1,1′-biphenyl]-2-yl)phosphine (S-Phos) (0.120 g, 0.292 mmol), and sodium t-butoxide (1.053 g, 10.96 mmol) were mixed in 100 mL of xylene. The solution was bubbled with nitrogen for 20 min. N-phenyl-3-(pyridin-2-yl)aniline (1.979 g, 8.03 mmol) was added. The reaction was heated up to reflux for 6 h. After cooled to rt, dichloromethane was added. The mixture w... Procedure: A mixture of 4-(6-bromo-[1,2,4]triazolo[1,5-a]pyridin-2-yl)morpholine (200 mg, 706 μmol), tert-butyl carbamate (99.3 mg, 848 μmol) and cesium carbonate (322 mg, 989 μmol) was purged several times with argon, then tris(dibenzylideneacetone)dipalladium(0) (12.9 mg, 14.1 μmol) and 4,5-bis(diphenylphosphino)-9,9-dimethylxanthene (16.3 mg, 28.3 μmol) were added and the mixture was purged with argon again, the vessel was then capped. The resulting mixture was refluxed for 20 hours. The mixture was eva... Isolated yield 20.4%. Product: C(C)(C)(C)OC(NC=1C=CC=2N(C1)N=C(N2)N2CCOCC2)=O ((2-morpholin-4-yl-[1,2,4]triazolo[1,5-a]pyridin-6-yl)-carbamic acid tert-butyl ester). RXN SMILES: Br[C:2]1[CH:3]=[CH:4][C:5]2[N:6]([N:8]=[C:9]([N:11]3[CH2:16][CH2:15][O:14][CH2:13][CH2:12]3)[N:10]=2)[CH:7]=1.[C:17](=[O:24])([O:19][C:20]([CH3:23])([CH3:22])[CH3:21])[NH2:18].C(=O)([O-])[O-].[Cs+].[Cs+].C1(P(C2C=CC=CC=2)C2C3OC4C(=CC=CC=4P(C4C=CC=CC=4)C4C=CC=CC=4)C(C)(C)C=3C=CC=2)C=CC=CC=1>C1C=CC(/C=C/C(/C=C/C2C=CC=CC=2)=O)=CC=1.C1C=CC(/C=C/C(/C=C/C2C=CC=CC=2)=O)=CC=1.C1C=CC(/C=C/C(/C=C/C2C=CC=CC=2)=O)=CC=1.[Pd].[Pd]>[C:20]([O:19][C:17](=[O:24])[NH:18][C:2]1[CH:3]=[CH:4][C:5]2[N:6]([N:8]=[C:9]([N:11]3[CH2:16][CH2:15][O:14][CH2:13][CH2:12]3)[N:10]=2)[CH:7]=1)([CH3:23])([CH3:22])[CH3:21] |f:2.3.4,6.7.8.9.10|. The reagents and catalysts are C=1C=CC(=CC1)/C=C/C(=O)/C=C/C2=CC=CC=C2.C=1C=CC(=CC1)/C=C/C(=O)/C=C/C2=CC=CC=C2.C=1C=CC(=CC1)/C=C/C(=O)/C=C/C2=CC=CC=C2.[Pd].[Pd] (tris(dibenzylideneacetone)dipalladium(0)). The reactants are BrC=1C=CC=2N(C1)N=C(N2)N2CCOCC2 (4-(6-bromo-[1,2,4]triazolo[1,5-a]pyridin-2-yl)morpholine), C(N)(OC(C)(C)C)=O (tert-butyl carbamate), C([O-])([O-])=O.[Cs+].[Cs+] (cesium carbonate), C1(=CC=CC=C1)P(C1=CC=CC=2C(C3=CC=CC(=C3OC12)P(C1=CC=CC=C1)C1=CC=CC=C1)(C)C)C1=CC=CC=C1 (4,5-bis(diphenylphosphino)-9,9-dimethylxanthene). The reactants are NC1=CC=C(C2=C1CCN(CC2)C)Cl (9-amino-6-chloro-3-methyl-2,3,4,5-tetrahydro-1H-3-benzazepine), [N+](=O)([O-])[O-].[Na+] (sodium nitrate), S(O)(O)(=O)=O (sulfuric acid), [N-]=[N+]=[N-].[Na+] (sodium azide), NC(=O)N (urea). The solvent is O (water), O (water). Product: S(=O)(=O)(O)O.N(=[N+]=[N-])C1=CC=C(C2=C1CCN(CC2)C)Cl (9-azido-6-chloro-3-methyl-2,3,4,5-tetrahydro-1H-3-benzazepine sulfate). Reaction SMILES: [NH2:1][C:2]1[C:7]2[CH2:8][CH2:9][N:10]([CH3:13])[CH2:11][CH2:12][C:6]=2[C:5]([Cl:14])=[CH:4][CH:3]=1.[N+]([O-])([O-])=O.[Na+].NC(N)=O.[N-:24]=[N+:25]=[N-].[Na+].[S:28](=[O:32])(=[O:31])([OH:30])[OH:29]>O>[S:28]([OH:32])([OH:31])(=[O:30])=[O:29].[N:1]([C:2]1[C:7]2[CH2:8][CH2:9][N:10]([CH3:13])[CH2:11][CH2:12][C:6]=2[C:5]([Cl:14])=[CH:4][CH:3]=1)=[N+:24]=[N-:25] |f:1.2,4.5,8.9|. Procedure details: To a solution of 630 mg (3 mmol) of 9-amino-6-chloro-3-methyl-2,3,4,5-tetrahydro-1H-3-benzazepine in 2 ml of concentrated sulfuric acid and 10 ml of water was added 280 mg (4 mmol) of sodium nitrate in 5 ml of water. The mixture was stirred in an ice bath during addition, then, allowed to warm to room temperature. After stirring at room temperature for one hour, 60 mg of urea was added to destroy excess nitrous acid. To this solution was added 330 mg (5 mmol) of sodium azide and the resulting so...